From a dataset of the Open Reaction Database (ORD), a public repository of structured organic reaction records. describe an organic reaction: reactants, conditions, products, and yield Reactants: O (water), [H-].[Na+] (sodium hydride), BrC=1C(N(N=C(C1C)C1(OCCO1)C)C1=CC=C(C=C1)F)=O (4-bromo-2-(4-fluorophenyl)-5-methyl-6-(2-methyl-1,3-dioxolan-2-yl)-3(2H)-pyridazinone), N1=CC(=CC=C1)CO (3-pyridylcarbinol). Run in CN(C=O)C (N,N-dimethylformamide). Run at time 20 minute. Product: FC1=CC=C(C=C1)N1N=C(C(=C(C1=O)OCC=1C=NC=CC1)C)C1(OCCO1)C (2-(4-fluorophenyl)-5-methyl-6-(2-methyl-1,3-dioxolan-2-yl)-4-(3-pyridylmethoxy)-3(2H)-pyridazinone). RXN SMILES: [H-].[Na+].[N:3]1[CH:8]=[CH:7][CH:6]=[C:5]([CH2:9][OH:10])[CH:4]=1.Br[C:12]1[C:13](=[O:32])[N:14]([C:25]2[CH:30]=[CH:29][C:28]([F:31])=[CH:27][CH:26]=2)[N:15]=[C:16]([C:19]2([CH3:24])[O:23][CH2:22][CH2:21][O:20]2)[C:17]=1[CH3:18].O>CN(C)C=O>[F:31][C:28]1[CH:27]=[CH:26][C:25]([N:14]2[C:13](=[O:32])[C:12]([O:10][CH2:9][C:5]3[CH:4]=[N:3][CH:8]=[CH:7][CH:6]=3)=[C:17]([CH3:18])[C:16]([C:19]3([CH3:24])[O:23][CH2:22][CH2:21][O:20]3)=[N:15]2)=[CH:30][CH:29]=1 |f:0.1|. Procedure: To a suspension of 62.5% sodium hydride (92 mg) in N,N-dimethylformamide (8 ml) was added 3-pyridylcarbinol (0.25 ml) under ice cooling, followed by stirring at room temperature for 20 minutes. Then, 4-bromo-2-(4-fluorophenyl)-5-methyl-6-(2-methyl-1,3-dioxolan-2-yl)-3(2H)-pyridazinone (738 mg) was added, followed by stirring at room temperature for 2 hours. The reaction mixture was poured into water and extracted with ethyl acetate. After washing with water and a brine, the organic layer was dri... Reactants: ClC1=CC=C(C=C1)[Mg]Br (4-chlorophenylmagnesium bromide), C(C)(C)(C)OC(N[C@@H]([C@@H](C)OCC1=CC=CC=C1)COCC(NCOC)=O)=O ({(1R,2R)-2-benzyloxy-1-[(methoxymethylcarbamoyl)methoxymethyl]propyl}carbamic acid t-butyl ester), resultant solution. The solvent is [Cl-].[NH4+] (ammonium chloride), O1CCCC1 (tetrahydrofuran). Conditions: temperature 0 celsius. Yields the product C(C)(C)(C)OC(N[C@@H]([C@@H](C)OCC1=CC=CC=C1)COCC(=O)C1=CC=C(C=C1)Cl)=O ({(1R,2R)-2-benzyloxy-1-[2-(4-chlorophenyl)-2-oxoethoxymethyl]propyl}carbamic acid t-butyl ester). Reaction SMILES: [C:1]([O:5][C:6](=[O:28])[NH:7][C@H:8]([CH2:19][O:20][CH2:21][C:22](=[O:27])NCOC)[C@H:9]([O:11][CH2:12][C:13]1[CH:18]=[CH:17][CH:16]=[CH:15][CH:14]=1)[CH3:10])([CH3:4])([CH3:3])[CH3:2].[Cl:29][C:30]1[CH:35]=[CH:34][C:33]([Mg]Br)=[CH:32][CH:31]=1>O1CCCC1.[Cl-].[NH4+]>[C:1]([O:5][C:6](=[O:28])[NH:7][C@H:8]([CH2:19][O:20][CH2:21][C:22]([C:33]1[CH:34]=[CH:35][C:30]([Cl:29])=[CH:31][CH:32]=1)=[O:27])[C@H:9]([O:11][CH2:12][C:13]1[CH:14]=[CH:15][CH:16]=[CH:17][CH:18]=1)[CH3:10])([CH3:2])([CH3:3])[CH3:4] |f:3.4|. Reported procedure: A solution of {(1R,2R)-2-benzyloxy-1-[(methoxymethylcarbamoyl)methoxymethyl]propyl}carbamic acid t-butyl ester (2.42 g) in tetrahydrofuran (50 mL) was cooled to −40° C. and to the mixture was then dropwise added 4-chlorophenylmagnesium bromide (18.3 mL, 1 M tetrahydrofuran solution). The resultant solution was stirred for 1 hour at −40° C., after which the temperature was slowly raised to 0° C. The solution was then diluted with saturated aqueous ammonium chloride. The resultant solution was ext... Reactants: C[Si](OC1=CC(=C(C=2C(OC[C@H](CCC(N[C@@H](CSCC21)C2=NC(=NO2)C)=O)COC(C2=CC=CC=C2)(C2=CC=CC=C2)C2=CC=CC=C2)=O)C)OC)(C(C(C)C)(C)C)C ((4R,9R)-16-[Dimethyl-(1,1,2-trimethyl-propyl)-silanyloxy]-9-trityloxymethyl-14-methoxy-13-methyl-4-(3-methyl-1,2,4-oxadiazol-5-yl)-1,3,4,5,6,7,8,9,10,12-decahydro-11,2,5-benzoxathiaazacyclotetradecin-6,12-dione), O.C1(=CC=C(C=C1)S(=O)(=O)O)C (4-toluenesulfonic acid monohydrate). Procedure details: (4R,9R)-16-[Dimethyl-(1,1,2-trimethyl-propyl)-silanyloxy]-9-trityloxymethyl-14-methoxy-13-methyl-4-(3-methyl-1,2,4-oxadiazol-5-yl)-1,3,4,5,6,7,8,9,10,12-decahydro-11,2,5-benzoxathiaazacyclotetradecin-6,12-dione was treated with 4-toluenesulfonic acid monohydrate in methanol at 20° C. for 30 min to yield (4R,9R)-16-[dimethyl-(1,1,2-trimethyl-propyl)-silanyloxy]-9-hydroxymethyl-14-methoxy-13-methyl-4-(3-methyl-1,2,4-oxadiazol-5-yl)-1,3,4,5,6,7,8,9,10,12-decahydro-11,2,5-benzoxathiaazacyclotetradec... Product: C[Si](OC1=CC(=C(C=2C(OC[C@H](CCC(N[C@@H](CSCC21)C2=NC(=NO2)C)=O)CO)=O)C)OC)(C(C(C)C)(C)C)C ((4R,9R)-16-[dimethyl-(1,1,2-trimethyl-propyl)-silanyloxy]-9-hydroxymethyl-14-methoxy-13-methyl-4-(3-methyl-1,2,4-oxadiazol-5-yl)-1,3,4,5,6,7,8,9,10,12-decahydro-11,2,5-benzoxathiaazacyclotetradecin6,12-dione). Reaction SMILES: [CH3:1][Si:2]([CH3:60])([C:54]([CH3:59])([CH3:58])[CH:55]([CH3:57])[CH3:56])[O:3][C:4]1[C:21]2[CH2:20][S:19][CH2:18][C@@H:17]([C:22]3[O:26][N:25]=[C:24]([CH3:27])[N:23]=3)[NH:16][C:15](=[O:28])[CH2:14][CH2:13][C@H:12]([CH2:29][O:30]C(C3C=CC=CC=3)(C3C=CC=CC=3)C3C=CC=CC=3)[CH2:11][O:10][C:9](=[O:50])[C:8]=2[C:7]([CH3:51])=[C:6]([O:52][CH3:53])[CH:5]=1.O.C1(C)C=CC(S(O)(=O)=O)=CC=1>CO>[CH3:60][Si:2]([CH3:1])([C:54]([CH3:58])([CH3:59])[CH:55]([CH3:56])[CH3:57])[O:3][C:4]1[C:21]2[CH2:20][S:19][CH2:18][C@@H:17]([C:22]3[O:26][N:25]=[C:24]([CH3:27])[N:23]=3)[NH:16][C:15](=[O:28])[CH2:14][CH2:13][C@H:12]([CH2:29][OH:30])[CH2:11][O:10][C:9](=[O:50])[C:8]=2[C:7]([CH3:51])=[C:6]([O:52][CH3:53])[CH:5]=1 |f:1.2|. The solvent is CO (methanol).